Task: describe an organic reaction: reactants, conditions, products, and yield. Dataset: the Open Reaction Database (ORD), a public repository of structured organic reaction records Starting materials: CC(C)(C)OC(=O)N1CCC(O)CC1, C1CCOC1, O=[N+]([O-])c1cc(O)cc(C(F)(F)F)c1, CCOC(=O)N=NC(=O)OCC, c1ccc(P(c2ccccc2)c2ccccc2)cc1. Product: CC(C)(C)OC(=O)N1CCC(Oc2cc([N+](=O)[O-])cc(C(F)(F)F)c2)CC1. Reaction SMILES: [C:15](=[O:16])([O:17][C:18]([CH3:19])([CH3:20])[CH3:21])[N:22]1[CH2:23][CH2:24][CH:25]([OH:28])[CH2:26][CH2:27]1.[CH2:60]1[O:61][CH2:62][CH2:63][CH2:64]1.[N+:1](=[O:2])([O-:3])[c:4]1[cH:5][c:6]([OH:14])[cH:7][c:8]([C:10]([F:11])([F:12])[F:13])[cH:9]1.[O:48]=[C:49]([O:50][CH2:51][CH3:52])[N:53]=[N:54][C:55]([O:56][CH2:57][CH3:58])=[O:59].[c:29]1([P:30]([c:31]2[cH:32][cH:33][cH:34][cH:35][cH:36]2)[c:37]2[cH:38][cH:39][cH:40][cH:41][cH:42]2)[cH:43][cH:44][cH:45][cH:46][cH:47]1>>[N+:1](=[O:2])([O-:3])[c:4]1[cH:5][c:6]([O:14][CH:25]2[CH2:24][CH2:23][N:22]([C:15](=[O:16])[O:17][C:18]([CH3:19])([CH3:20])[CH3:21])[CH2:27][CH2:26]2)[cH:7][c:8]([C:10]([F:11])([F:12])[F:13])[cH:9]1. The reactants are C1=CC=C(C=C1)COC2=CC3=C(C=C2)NC=C3CCO (5-benzyloxytryptophol), C(CCC)(=O)CC(=O)OCC (ethyl butyrylacetate), B(F)(F)F.CCOCC (boron trifluoride etherate). Solvent: C(Cl)Cl (methylene chloride), C(Cl)Cl (methylene chloride). Reaction conditions: time 8 hour. The product is C(C)OC(CC1(OCCC2=C1NC1=CC=C(C=C21)OCC2=CC=CC=C2)CCC)=O (Ethyl-1-propyl-1,3,4,9-tetrahydro-6-(phenylmethoxy)pyrano[3,4-b]indole-1-acetate). Yield: 79.4%. Reaction SMILES: [CH:1]1[CH:6]=[CH:5][C:4]([CH2:7][O:8][C:9]2[CH:14]=[CH:13][C:12]3[NH:15][CH:16]=[C:17]([CH2:18][CH2:19][OH:20])[C:11]=3[CH:10]=2)=[CH:3][CH:2]=1.[C:21]([CH2:26][C:27]([O:29][CH2:30][CH3:31])=[O:28])(=O)[CH2:22][CH2:23][CH3:24].B(F)(F)F.CCOCC>C(Cl)Cl>[CH2:30]([O:29][C:27](=[O:28])[CH2:26][C:21]1([CH2:22][CH2:23][CH3:24])[C:16]2[NH:15][C:12]3[C:11]([C:17]=2[CH2:18][CH2:19][O:20]1)=[CH:10][C:9]([O:8][CH2:7][C:4]1[CH:3]=[CH:2][CH:1]=[CH:6][CH:5]=1)=[CH:14][CH:13]=3)[CH3:31] |f:2.3|. Reported procedure: A solution of 5-benzyloxytryptophol (4.72 g, 17 mmol) and ethyl butyrylacetate (3.16 g, 20 mmol) in methylene chloride (75 ml) is treated dropwise with boron trifluoride etherate (3 mL) and stirred under nitrogen at room temperature overnight. The reaction mixture is diluted with methylene chloride (250 mL) and sequentially washed with 5% aqueous sodium bicarbonate (2×100 mL) and water (2×50 mL). The organic phase is dried (MgSO4), filtered, and evaporated to afford 7.0 g of a crude dark oil. Pu...